From a dataset of the Open Reaction Database (ORD), a public repository of structured organic reaction records. describe an organic reaction: reactants, conditions, products, and yield Reaction conditions: temperature 35 celsius, time 5 hour. Solvent: O (water). Yields the product C1(=CC=CS1)C(=O)C1=CC=C(C(C#N)C)C=C1 (p-(2-thenoyl)hydratroponitrile). The reagents and catalysts are [Cl-].C(C1=CC=CC=C1)[N+](CC)(CC)CC (benzyl triethyl ammonium chloride). Starting materials: C1(=CC=CS1)C(=O)C1=CC=C(C=C1)CC#N (2-[p-(2-thenoyl)phenyl] acetonitrile), CBr (methyl bromide), [OH-].[Na+] (sodium hydroxide). Reported procedure: 11.4 parts of 2-[p-(2-thenoyl)phenyl] acetonitrile, 4.9 parts of methyl bromide and 0.13 parts of benzyl triethyl ammonium chloride are added to 30 parts of a 50% sodium hydroxide solution. The whole is stirred vigorously for 5 hours at 35° C. Distilled water is added. The organic layer is separated, washed with distilled water and evaporated. The oily residue is distilled, yielding p-(2-thenoyl)hydratroponitrile. As a reaction SMILES: [C:1]1([C:6]([C:8]2[CH:13]=[CH:12][C:11]([CH2:14][C:15]#[N:16])=[CH:10][CH:9]=2)=[O:7])[S:5][CH:4]=[CH:3][CH:2]=1.[CH3:17]Br.[OH-].[Na+]>[Cl-].C([N+](CC)(CC)CC)C1C=CC=CC=1.O>[C:1]1([C:6]([C:8]2[CH:13]=[CH:12][C:11]([CH:14]([CH3:17])[C:15]#[N:16])=[CH:10][CH:9]=2)=[O:7])[S:5][CH:4]=[CH:3][CH:2]=1 |f:2.3,4.5|. Starting materials: C[S-], ClCCl, CCCn1nc2c(N)nc3ccccc3c2c1CCCCCl, [Na+], CN(C)C=O. Yields the product CCCn1nc2c(N)nc3ccccc3c2c1CCCCSC. Reaction SMILES: [CH3:1][S-:2].[Cl:31][CH2:32][Cl:33].[Cl:4][CH2:5][CH2:6][CH2:7][CH2:8][c:9]1[n:10]([CH2:23][CH2:24][CH3:25])[n:11][c:12]2[c:13]([NH2:22])[n:14][c:15]3[cH:16][cH:17][cH:18][cH:19][c:20]3[c:21]12.[Na+:3].[O:26]=[CH:27][N:28]([CH3:29])[CH3:30]>>[CH3:1][S:2][CH2:5][CH2:6][CH2:7][CH2:8][c:9]1[n:10]([CH2:23][CH2:24][CH3:25])[n:11][c:12]2[c:13]([NH2:22])[n:14][c:15]3[cH:16][cH:17][cH:18][cH:19][c:20]3[c:21]12. The reactants are CCOC(=O)C(=O)OCC, CC(=O)c1cc(Cl)c(OCc2ccccc2)cc1OCc1ccccc1, CC(=O)O, [Na]. Product: CCOC(=O)C(O)=CC(=O)c1cc(Cl)c(OCc2ccccc2)cc1OCc1ccccc1. RXN SMILES: [CH2:28]([CH3:29])[O:30][C:31]([C:32](=[O:33])[O:34][CH2:35][CH3:36])=[O:37].[CH2:2]([c:3]1[cH:4][cH:5][cH:6][cH:7][cH:8]1)[O:9][c:10]1[c:11]([C:25]([CH3:26])=[O:27])[cH:12][c:13]([Cl:24])[c:14]([O:16][CH2:17][c:18]2[cH:19][cH:20][cH:21][cH:22][cH:23]2)[cH:15]1.[CH3:38][C:39](=[O:40])[OH:41].[Na:1]>>[CH2:2]([c:3]1[cH:4][cH:5][cH:6][cH:7][cH:8]1)[O:9][c:10]1[c:11]([C:25]([CH:26]=[C:32]([C:31]([O:30][CH2:28][CH3:29])=[O:37])[OH:33])=[O:27])[cH:12][c:13]([Cl:24])[c:14]([O:16][CH2:17][c:18]2[cH:19][cH:20][cH:21][cH:22][cH:23]2)[cH:15]1. The reactants are CCOC(Cc1ccc(OCc2ccccc2)cc1)C(=O)NC(CO)c1ccccc1, C1COCCO1, O, O=S(=O)(O)O. Product: CCOC(Cc1ccc(OCc2ccccc2)cc1)C(=O)O. RXN SMILES: [CH2:1]([c:2]1[cH:3][cH:4][cH:5][cH:6][cH:7]1)[O:8][c:9]1[cH:10][cH:11][c:12]([CH2:15][CH:16]([C:17](=[O:18])[NH:19][CH:20]([c:21]2[cH:22][cH:23][cH:24][cH:25][cH:26]2)[CH2:27][OH:28])[O:29][CH2:30][CH3:31])[cH:13][cH:14]1.[O:38]1[CH2:39][CH2:40][O:41][CH2:42][CH2:43]1.[OH2:37].[S:32]([OH:33])(=[O:34])(=[O:35])[OH:36]>>[CH2:1]([c:2]1[cH:3][cH:4][cH:5][cH:6][cH:7]1)[O:8][c:9]1[cH:10][cH:11][c:12]([CH2:15][CH:16]([C:17]([OH:18])=[O:33])[O:29][CH2:30][CH3:31])[cH:13][cH:14]1. Starting materials: CCOC(=O)c1ccc(-c2cc(NC(=O)OC(C)(C)C)ccc2C)cc1, CCO, [Na+], [OH-]. Yields the product Cc1ccc(NC(=O)OC(C)(C)C)cc1-c1ccc(C(=O)O)cc1. RXN SMILES: [CH2:1]([CH3:2])[O:3][C:4](=[O:5])[c:6]1[cH:7][cH:8][c:9](-[c:12]2[c:13]([CH3:26])[cH:14][cH:15][c:16]([NH:18][C:19](=[O:20])[O:21][C:22]([CH3:23])([CH3:24])[CH3:25])[cH:17]2)[cH:10][cH:11]1.[CH3:29][CH2:30][OH:31].[Na+:28].[OH-:27]>>[O:3]=[C:4]([OH:5])[c:6]1[cH:7][cH:8][c:9](-[c:12]2[c:13]([CH3:26])[cH:14][cH:15][c:16]([NH:18][C:19](=[O:20])[O:21][C:22]([CH3:23])([CH3:24])[CH3:25])[cH:17]2)[cH:10][cH:11]1. Reactants: mixture, product, C(Cl)Cl (methylene chloride), C(C)(=O)OC(C)=O (acetic anhydride), C(C)(=S)[O-] (thioacetate). The reagents and catalysts are CN(C1=CC=NC=C1)C (4-dimethylaminopyridine). Reaction conditions: time 1 hour. Product: C(C)(=S)O.C(C=C)OC(CCS)=O (Allyl-3-Mercaptopropionate Thioacetate). Reaction SMILES: [C:1]([O:4][C:5](=O)[CH3:6])(=[O:3])[CH3:2].[C:8]([O-:11])(=[S:10])[CH3:9].[CH2:12](Cl)Cl>CN(C)C1C=CN=CC=1>[C:8]([OH:11])(=[S:10])[CH3:9].[CH2:5]([O:4][C:1](=[O:3])[CH2:2][CH2:8][SH:10])[CH:6]=[CH2:12] |f:4.5|. Procedure: The reaction mixture from step 1 was cooled under nitrogen and then diluted with 200 g. of methylene chloride. Then, 289 g. of acetic anhydride, along with a catalyst of 0.5 g. of 4-dimethylaminopyridine, were added to the reaction mixture. The reaction mixture was stirred for 1 hour at which time NMR analysis of a vacuum stripped aliquot indicated complete conversion to the desired thioacetate. The product was distilled at 132°-134° C. at 20 mm Hg to yield 355 g. of product (80%). Reactants: C1CCOC1, Cl, COC(=O)Cc1ccc(N2CCOCC2)cc1OCC(F)(F)F, [Li+], [OH-], O, O. Yields the product O=C(O)Cc1ccc(N2CCOCC2)cc1OCC(F)(F)F. Reaction SMILES: [CH2:29]1[O:30][CH2:31][CH2:32][CH2:33]1.[ClH:28].[F:1][C:2]([CH2:3][O:4][c:5]1[c:6]([CH2:17][C:18](=[O:19])[O:20][CH3:21])[cH:7][cH:8][c:9]([N:11]2[CH2:12][CH2:13][O:14][CH2:15][CH2:16]2)[cH:10]1)([F:22])[F:23].[Li+:26].[OH-:25].[OH2:24].[OH2:27]>>[F:1][C:2]([CH2:3][O:4][c:5]1[c:6]([CH2:17][C:18](=[O:19])[OH:20])[cH:7][cH:8][c:9]([N:11]2[CH2:12][CH2:13][O:14][CH2:15][CH2:16]2)[cH:10]1)([F:22])[F:23].